Dataset: the Open Reaction Database (ORD), a public repository of structured organic reaction records. Task: describe an organic reaction: reactants, conditions, products, and yield Reactants: CC=CBr, C1CCOC1, CC1=CC=C(C=O)C(C)(C)C1, [Mg]. Product: CC=CC(=O)C1=CC=C(C)CC1(C)C. RXN SMILES: [Br:13][CH:14]=[CH:15][CH3:16].[CH2:17]1[O:18][CH2:19][CH2:20][CH2:21]1.[CH3:1][C:2]1=[CH:3][CH:4]=[C:5]([CH:10]=[O:11])[C:6]([CH3:8])([CH3:9])[CH2:7]1.[Mg:12]>>[CH3:1][C:2]1=[CH:3][CH:4]=[C:5]([C:10](=[O:11])[CH:14]=[CH:15][CH3:16])[C:6]([CH3:8])([CH3:9])[CH2:7]1.